From a dataset of the Open Reaction Database (ORD), a public repository of structured organic reaction records. describe an organic reaction: reactants, conditions, products, and yield Starting materials: ClCC1=CC2=C(OC(O2)C2=CC=CC=C2)C=C1 (5-chloromethyl-2-phenyl benzo [d]-1,3-dioxole), N1=C(N=CC=C1)N1CCNCC1 (1-(2-pyrimidinyl) piperazine). The solvent is C=1(C(=CC=CC1)C)C (xylene). Product: Cl.N1=C(N=CC=C1)N1CCNCC1 (1-(2-pyrimidinyl) piperazine hydrochloride). As a reaction SMILES: [Cl:1]CC1C=CC2OC(C3C=CC=CC=3)OC=2C=1.[N:18]1[CH:23]=[CH:22][CH:21]=[N:20][C:19]=1[N:24]1[CH2:29][CH2:28][NH:27][CH2:26][CH2:25]1>C1(C)C(C)=CC=CC=1>[ClH:1].[N:18]1[CH:23]=[CH:22][CH:21]=[N:20][C:19]=1[N:24]1[CH2:29][CH2:28][NH:27][CH2:26][CH2:25]1 |f:3.4|. Procedure details: A solution of 8.5 g (0.0344 mole) of 5-chloromethyl-2-phenyl benzo [d]-1,3-dioxole (BP/0.05 mm = 135°-137° C) and 11.3 g (0.0689 mole) of 1-(2-pyrimidinyl) piperazine in 250 ml of anhydrous xylene was refluxed for 9 hours. The precipitate of 1-(2-pyrimidinyl) piperazine hydrochloride formed was suction-filtered off and the xylene was evaporated off under reduced pressure. The reactants are FC1=C2C=C(NC2=CC=C1)C(=O)OC (methyl 4-fluoro-1h-indole-2-carboxylate), [H-].[Na+] (sodium hydride), O (water), IC (iodomethane). Solvent: CN(C=O)C (N,N-dimethylformamide). Yields the product FC1=C2C=C(N(C2=CC=C1)C)C(=O)OC (methyl 4-fluoro-1-methyl-1H-indole-2-carboxylate). The yield is 105.2%. RXN SMILES: [F:1][C:2]1[CH:10]=[CH:9][CH:8]=[C:7]2[C:3]=1[CH:4]=[C:5]([C:11]([O:13][CH3:14])=[O:12])[NH:6]2.[H-].[Na+].I[CH3:18].O>CN(C)C=O>[F:1][C:2]1[CH:10]=[CH:9][CH:8]=[C:7]2[C:3]=1[CH:4]=[C:5]([C:11]([O:13][CH3:14])=[O:12])[N:6]2[CH3:18] |f:1.2|. Reported procedure: To methyl 4-fluoro-1h-indole-2-carboxylate (1.211 mmol, 234 mg) in N,N-dimethylformamide (10 ml) at 0° C. was added sodium hydride (1.817 mmol, 72.7 mg). The reaction mixture was stirred for one hour at room temperature before iodomethane (1.817 mmol, 0.113 ml, 258 mg) was added. After stirring for three hours water was added and the product was extracted with dichloromethane and concentrated in vacuo to give methyl 4-fluoro-1-methyl-1H-indole-2-carboxylate (264 mg). The latter compound was diss...